From a dataset of the Open Reaction Database (ORD), a public repository of structured organic reaction records. describe an organic reaction: reactants, conditions, products, and yield Starting materials: Cc1cccc(Br)c1, Br[Mg]c1ccccc1, CCOC(=O)CC#N, [Cl-], Cl, [Mg], [NH4+], O. Yields the product CCOC(=O)C=C(N)c1cccc(C)c1. As a reaction SMILES: [Br:17][c:18]1[cH:19][c:20]([CH3:24])[cH:21][cH:22][cH:23]1.[Br:1][Mg:2][c:3]1[cH:4][cH:5][cH:6][cH:7][cH:8]1.[C:9](#[N:10])[CH2:11][C:12](=[O:13])[O:14][CH2:15][CH3:16].[Cl-:26].[ClH:28].[Mg:25].[NH4+:27].[OH2:29]>>[C:9]([NH2:10])(=[CH:11][C:12](=[O:13])[O:14][CH2:15][CH3:16])[c:18]1[cH:19][c:20]([CH3:24])[cH:21][cH:22][cH:23]1. The reactants are ClC=1N=[N+](C2=C(N1)C=C1C(=C2)CCO1)[O-] (3-Chloro-7,8-dihydrofuro[2,3-g][1,2,4]benzotriazine 1-Oxide), C(C)N(CCN)CC (N1,N1-diethylethane-1,2-diamine). Run in COCCOC (DME). Yields the product C(C)N(CCNC=1N=[N+](C2=C(N1)C=C1C(=C2)CCO1)[O-])CC (N1,N1-Diethyl-N2-(1-oxido-7,8-dihydrofuro[2,3-g][1,2,4]benzotriazin-3-yl)-1,2-ethanediamine). The yield is 75.1%. RXN SMILES: Cl[C:2]1[N:3]=[N+:4]([O-:15])[C:5]2[CH:11]=[C:10]3[CH2:12][CH2:13][O:14][C:9]3=[CH:8][C:6]=2[N:7]=1.[CH2:16]([N:18]([CH2:22][CH3:23])[CH2:19][CH2:20][NH2:21])[CH3:17]>COCCOC>[CH2:16]([N:18]([CH2:22][CH3:23])[CH2:19][CH2:20][NH:21][C:2]1[N:3]=[N+:4]([O-:15])[C:5]2[CH:11]=[C:10]3[CH2:12][CH2:13][O:14][C:9]3=[CH:8][C:6]=2[N:7]=1)[CH3:17]. Procedure: A solution of chloride 206 (250 mg, 1.12 mmol) and N1,N1-diethylethane-1,2-diamine (0.63 mL, 4.48 mmol) in DME (25 mL) was stirred at reflux temperature for 2 h, the solvent evaporated and the residue purified by chromatography, eluting with a gradient (5-10%) of MeOH/DCM to give the 1-oxide 209 (255 mg, 75%) as a yellow solid: mp 150-151° C.; 1H NMR δ 8.09 (t, J=1.6 Hz, 1H, H-9), 6.79 (s, 1H, H-5), 5.90 (br s, 1H, NH), 4.72 (t, J=8.3 Hz, 2H, H-7), 3.48-3.54 (m, 2H, CH2N), 3.30 (dt, J=8.3, 1.4 H... Starting materials: ClC=1C=C(C=CC1)C1=C(C=CC=C1)CN ([(3-chlorophenyl)phenyl]methylamine), C([O-])(O)=O.[Na+] (sodium bicarbonate), ICC(=O)N (iodoacetamide). The solvent is C(C)O (ethanol). Product: ClC=1C=C(C=CC1)C1=C(C=CC=C1)CNCC(=O)N (2-[(3-Chlorophenyl)phenyl]methylaminoacetamide). RXN SMILES: [Cl:1][C:2]1[CH:3]=[C:4]([C:8]2[CH:13]=[CH:12][CH:11]=[CH:10][C:9]=2[CH2:14][NH2:15])[CH:5]=[CH:6][CH:7]=1.C(=O)(O)[O-].[Na+].I[CH2:22][C:23]([NH2:25])=[O:24]>C(O)C>[Cl:1][C:2]1[CH:3]=[C:4]([C:8]2[CH:13]=[CH:12][CH:11]=[CH:10][C:9]=2[CH2:14][NH:15][CH2:22][C:23]([NH2:25])=[O:24])[CH:5]=[CH:6][CH:7]=1 |f:1.2|. Procedure details: A reaction vessel was charged with 8.8 g (40 mmole) of [(3-chlorophenyl)phenyl]methylamine, 4.2 g (50 mmole) of sodium bicarbonate, 7.4 g (40 mmole) of iodoacetamide and 200 ml of absolute ethanol. The resulting suspension was brought to reflux and held at reflux for 18 hours. Solvent was evaporated and the residue was dissolved in dichloromethane. The organic phase was washed with water, dried over potassium carbonate and evaporated. The oil was dissolved in a minimum of ethanol, to which was a... The reactants are Cc1c(C(=O)C(C)C)c(-c2ccccc2)c2n1CCC2, ClCCl, [I-], [I-], [Zn+2]. Reaction SMILES: [CH3:1][CH:2]([C:3](=[O:4])[c:5]1[c:6](-[c:14]2[cH:15][cH:16][cH:17][cH:18][cH:19]2)[c:7]2[n:11]([c:12]1[CH3:13])[CH2:10][CH2:9][CH2:8]2)[CH3:20].[Cl:21][CH2:22][Cl:23].[I-:24].[I-:26].[Zn+2:25]>>[CH3:1][CH:2]([CH2:3][c:5]1[c:6](-[c:14]2[cH:15][cH:16][cH:17][cH:18][cH:19]2)[c:7]2[n:11]([c:12]1[CH3:13])[CH2:10][CH2:9][CH2:8]2)[CH3:20]. Yields the product Cc1c(CC(C)C)c(-c2ccccc2)c2n1CCC2.